Dataset: the Open Reaction Database (ORD), a public repository of structured organic reaction records. Task: describe an organic reaction: reactants, conditions, products, and yield The reactants are Oc1ccccc1Br, O=C([O-])[O-], CN(C)C=O, COC(CBr)OC, [K+], [K+], O. The product is COC(COc1ccccc1Br)OC. As a reaction SMILES: [Br:1][c:2]1[c:3]([OH:8])[cH:4][cH:5][cH:6][cH:7]1.[C:16](=[O:17])([O-:18])[O-:19].[CH3:22][N:23]([CH3:24])[CH:25]=[O:26].[CH3:9][O:10][CH:11]([CH2:12][Br:13])[O:14][CH3:15].[K+:20].[K+:21].[OH2:27]>>[Br:1][c:2]1[c:3]([O:8][CH2:12][CH:11]([O:10][CH3:9])[O:14][CH3:15])[cH:4][cH:5][cH:6][cH:7]1. Starting materials: ClCCl, CS(C)=O, NCCc1cccnc1, O, Cc1ccc(S(=O)(=O)OCC2COc3ccc4c(c3O2)CC(=O)N4)cc1. Yields the product O=C1Cc2c(ccc3c2OC(CNCCc2cccnc2)CO3)N1. Reaction SMILES: [CH2:36]([Cl:37])[Cl:38].[CH3:40][S:41]([CH3:42])=[O:43].[NH2:27][CH2:28][CH2:29][c:30]1[cH:31][n:32][cH:33][cH:34][cH:35]1.[OH2:39].[c:1]1([CH3:2])[cH:3][cH:4][c:5]([S:6]([O:7][CH2:11][CH:12]2[CH2:13][O:14][c:15]3[c:16]([c:17]4[c:21]([cH:22][cH:23]3)[NH:20][C:19](=[O:24])[CH2:18]4)[O:25]2)(=[O:8])=[O:9])[cH:10][cH:26]1>>[CH2:11]([CH:12]1[CH2:13][O:14][c:15]2[c:16]([c:17]3[c:21]([cH:22][cH:23]2)[NH:20][C:19](=[O:24])[CH2:18]3)[O:25]1)[NH:27][CH2:28][CH2:29][c:30]1[cH:31][n:32][cH:33][cH:34][cH:35]1. Reactants: C1COCCN1, ClC(Cl)Cl, O=C(Cl)Oc1ccccc1, C1COCCO1, O=c1c(-c2ccccc2)cc(CO)c2n1CCc1ccsc1-2, c1ccncc1. Yields the product O=C(OCc1cc(-c2ccccc2)c(=O)n2c1-c1sccc1CC2)N1CCOCC1. RXN SMILES: [CH2:39]1[CH2:40][O:41][CH2:42][CH2:43][NH:44]1.[CH:51]([Cl:52])([Cl:53])[Cl:54].[Cl:23][C:24](=[O:25])[O:26][c:27]1[cH:28][cH:29][cH:30][cH:31][cH:32]1.[O:45]1[CH2:46][CH2:47][O:48][CH2:49][CH2:50]1.[OH:1][CH2:2][c:3]1[cH:4][c:5](-[c:17]2[cH:18][cH:19][cH:20][cH:21][cH:22]2)[c:6](=[O:16])[n:7]2[c:12]1-[c:11]1[c:10]([cH:15][cH:14][s:13]1)[CH2:9][CH2:8]2.[cH:33]1[cH:34][cH:35][n:36][cH:37][cH:38]1>>[O:1]([CH2:2][c:3]1[cH:4][c:5](-[c:17]2[cH:18][cH:19][cH:20][cH:21][cH:22]2)[c:6](=[O:16])[n:7]2[c:12]1-[c:11]1[c:10]([cH:15][cH:14][s:13]1)[CH2:9][CH2:8]2)[C:24](=[O:25])[N:44]1[CH2:39][CH2:40][O:41][CH2:42][CH2:43]1. The reactants are C([O-])([O-])=O.[Na+].[Na+] (sodium carbonate), [N+](=O)(O)[O-] (nitric acid), C(CCC)N1C(=NN=C1S)CO (4-n-butyl-3-hydroxymethyl-5-mercapto-4H-1,2,4-triazole), N(=O)[O-].[Na+] (sodium nitrite). Solvent: O (water). Yields the product C(CCC)N1C(=NN=C1)CO (4-n-butyl-3-hydroxymethyl-4H-1,2,4-triazole). Isolated yield 81.8%. RXN SMILES: [N+]([O-])(O)=O.N([O-])=O.[Na+].[CH2:9]([N:13]1[C:17](S)=[N:16][N:15]=[C:14]1[CH2:19][OH:20])[CH2:10][CH2:11][CH3:12].C(=O)([O-])[O-].[Na+].[Na+]>O>[CH2:9]([N:13]1[CH:17]=[N:16][N:15]=[C:14]1[CH2:19][OH:20])[CH2:10][CH2:11][CH3:12] |f:1.2,4.5.6|. Reported procedure: To a mixture of 90% nitric acid (17 ml) and water (25 ml) was added sodium nitrite (0.07 g) and then 4-n-butyl-3-hydroxymethyl-5-mercapto-4H-1,2,4-triazole (10.0 g) was slowly added for 0.5 hours at 45° C. After cooling to room temperature, sodium carbonate was slowly added thereto to adjust pH to 7 at 0° C. The reaction mixure was concentrated under reduced pressure, methanol was added to the residue, and the precipitates were removed by filtration. The mixture was concentrated under reduced pr... As a reaction SMILES: [NH2:1][CH2:2][CH2:3][CH:4]([N:6]1[CH2:11][CH2:10][CH:9]([N:12]2[C@H:16]([C:17]3[CH:22]=[CH:21][CH:20]=[CH:19][CH:18]=3)[CH2:15][O:14][C:13]2=[S:23])[CH2:8][CH2:7]1)[CH3:5].C([O-])([O-])=O.[K+].[K+]>>[NH2:1][CH2:2][CH2:3][C@@H:4]([N:6]1[CH2:11][CH2:10][CH:9]([N:12]2[C@H:16]([C:17]3[CH:22]=[CH:21][CH:20]=[CH:19][CH:18]=3)[CH2:15][O:14][C:13]2=[S:23])[CH2:8][CH2:7]1)[CH3:5] |f:1.2.3|. Starting materials: NCCC(C)N1CCC(CC1)N1C(OC[C@H]1C1=CC=CC=C1)=S ((R)-3-[1-(3-Amino-1-methyl-propyl)-piperidin-4-yl]-4-phenyl-oxazolidine-2-thione), NCCC(C)N1CCC(CC1)N1C(OC[C@H]1C1=CC=CC=C1)=S ((R)-3-[1-(3-Amino-1-methyl-propyl)-piperidin-4-yl]-4-phenyl-oxazolidine-2-thione), C(=O)([O-])[O-].[K+].[K+] (K2CO3). Reported procedure: Using general procedure C the substrate (5.0 g, 0.012 mol) gave the desired amine. Due to the high water solubility of the compound, the mixture was neutralized with solid K2CO3 and the product was purified by column chromatography to afford (R,S)-3-[1-(3-amino-1-methyl-propyl)-piperidine-4-yl]-4-phenyl-oxazolidine-2-thione (1.6 g, 42%). 1H NMR (CDCl3) δ 0.90 (d, 3H), 0.90-1.0 (m, 1H), 1.31-1.91 (m, 8H), 2.03-2.05 (m, 1H), 2.61-2.75 (m, 6H), 4.32-4.36 (m, 2H), 4.94-4.98 (m, 1H), 5.29 (d, 1H), 7.... The yield is 42.0%. Product: NCC[C@H](C)N1CCC(CC1)N1C(OC[C@H]1C1=CC=CC=C1)=S ((R,S)-3-[1-(3-amino-1-methyl-propyl)-piperidine-4-yl]-4-phenyl-oxazolidine-2-thione). Reactants: C(C)(=O)OC(C)=O (acetic acid anhydride), Cl.NC1=CC=C(C=C1)CCN(C)CCCOC1=NSC(=N1)C1=CC=CC=C1 (3-{3-[N-(2-(4-aminophenyl)-ethyl)-N-methylamino]-propyloxy}-5-phenyl-1,2,4-thiadiazole hydrochloride), C([O-])([O-])=O.[Na+].[Na+] (sodium carbonate). Run in N1=CC=CC=C1 (pyridine). Conditions: time 2 hour. Yields the product N(C(=O)C)C1=CC=C(C=C1)CCN(C)CCCOC1=NSC(=N1)C1=CC=CC=C1 (3-{3-[N-(2-(4-Acetaminophenyl)-ethyl)-N-methylamino]-propyloxy}-5-phenyl-1,2,4-thiadiazole). As a reaction SMILES: Cl.[NH2:2][C:3]1[CH:8]=[CH:7][C:6]([CH2:9][CH2:10][N:11]([CH2:13][CH2:14][CH2:15][O:16][C:17]2[N:21]=[C:20]([C:22]3[CH:27]=[CH:26][CH:25]=[CH:24][CH:23]=3)[S:19][N:18]=2)[CH3:12])=[CH:5][CH:4]=1.[C:28](OC(=O)C)(=[O:30])[CH3:29].C(=O)([O-])[O-].[Na+].[Na+]>N1C=CC=CC=1>[NH:2]([C:3]1[CH:4]=[CH:5][C:6]([CH2:9][CH2:10][N:11]([CH2:13][CH2:14][CH2:15][O:16][C:17]2[N:21]=[C:20]([C:22]3[CH:27]=[CH:26][CH:25]=[CH:24][CH:23]=3)[S:19][N:18]=2)[CH3:12])=[CH:7][CH:8]=1)[C:28]([CH3:29])=[O:30] |f:0.1,3.4.5|. Reported procedure: 300 mg of 3-{3-[N-(2-(4-aminophenyl)-ethyl)-N-methylamino]-propyloxy}-5-phenyl-1,2,4-thiadiazole (for preparation, see Example 62) were dissolved in 4 ml pyridine. 1 ml of acetic acid anhydride was added to the solution and the reaction mixture was stirred for 2 hours at room temperature. For workup, it was poured over ice and the mixture made alkaline by adding sodium carbonate solution. Then extraction was performed with ethyl acetate, the organic phase was separated, and concentrated to dryne... The reactants are C, CO, COC(=O)c1ccc(C(O)c2ccncc2O)cc1, Cl, [Pd]. Product: COC(=O)c1ccc(Cc2ccncc2O)cc1. As a reaction SMILES: [C:21].[CH3:23][OH:24].[CH3:2][O:3][C:4](=[O:5])[c:6]1[cH:7][cH:8][c:9]([CH:12]([OH:13])[c:14]2[c:15]([OH:20])[cH:16][n:17][cH:18][cH:19]2)[cH:10][cH:11]1.[ClH:1].[Pd:22]>>[CH3:2][O:3][C:4](=[O:5])[c:6]1[cH:7][cH:8][c:9]([CH2:12][c:14]2[c:15]([OH:20])[cH:16][n:17][cH:18][cH:19]2)[cH:10][cH:11]1. Reactants: ClC1=CC=C2C(=CC=NC2=C1)N1CCN(CC1)C(=O)NC1CC(CCCC1)O (4-(7-chloro-4-quinolinyl)-N-(3-hydroxycycloheptyl)-1-piperazinecarboxamide), [H-].[Na+] (NaH), BrC1=NC=CC=C1C (2-bromo-3-picoline). Product: ClC1=CC=C2C(=CC=NC2=C1)N1CCN(CC1)C(=O)NC1CC(CCCC1)OC1=NC=CC=C1C (4-(7-Chloro-4-quinolinyl)-N-[3-[(3-methyl-2-pyridinyl)oxy]cycloheptyl]-1-piperazinecarboxamide). As a reaction SMILES: [Cl:1][C:2]1[CH:11]=[C:10]2[C:5]([C:6]([N:12]3[CH2:17][CH2:16][N:15]([C:18]([NH:20][CH:21]4[CH2:27][CH2:26][CH2:25][CH2:24][CH:23]([OH:28])[CH2:22]4)=[O:19])[CH2:14][CH2:13]3)=[CH:7][CH:8]=[N:9]2)=[CH:4][CH:3]=1.[H-].[Na+].Br[C:32]1[C:37]([CH3:38])=[CH:36][CH:35]=[CH:34][N:33]=1>>[Cl:1][C:2]1[CH:11]=[C:10]2[C:5]([C:6]([N:12]3[CH2:17][CH2:16][N:15]([C:18]([NH:20][CH:21]4[CH2:27][CH2:26][CH2:25][CH2:24][CH:23]([O:28][C:32]5[C:37]([CH3:38])=[CH:36][CH:35]=[CH:34][N:33]=5)[CH2:22]4)=[O:19])[CH2:14][CH2:13]3)=[CH:7][CH:8]=[N:9]2)=[CH:4][CH:3]=1 |f:1.2|. Reported procedure: As described for example 138, 4-(7-chloro-4-quinolinyl)-N-(3-hydroxycycloheptyl)-1-piperazinecarboxamide, NaH, and 2-bromo-3-picoline are reacted to give the product. LC-MS: 494 (M++1). 1H NMR (CDCl3) δ 8.75 (d, 1H), 8.05 (s, 1H), 7.98 (d, 1H), 7.85 (m, 1H), 7.45 (d, 1H), 7.40 (m, 1H), 6.85 (d, 1H), 6.78 (m, 1H), 6.10 (d, 1H), 5.20 (m, 1H), 4.10 (m, 1H), 3.76 (m, 4H), 3.25 (m, 4H), 2.26 (m, 1H), 2.18 (s, 3H), 2.12 (m, 2H), 1.45–1.90 (m, 7H). Reactants: C(C)NCCN(C)C (N′-ethyl-N,N-dimethylethane-1,2-diamine), N1=CC=C(C=C1)C=1SC=C(N1)C=1C(NC2=CC(=CC=C2C1)C(=O)O)=O (3-(2-pyridin-4-yl-thiazol-4-yl)-1H-quinolin-2-one-7-carboxylic acid). The product is CN(CCN(C(=O)C1=CC=C2C=C(C(NC2=C1)=O)C=1N=C(SC1)C1=CC=NC=C1)CC)C (2-Oxo-3-(2-pyridin-4-yl-thiazol-4-yl)-1,2-dihydro-quinoline-7-carboxylic acid (2-dimethylamino-ethyl)-ethyl-amide). RXN SMILES: [CH2:1]([NH:3][CH2:4][CH2:5][N:6]([CH3:8])[CH3:7])[CH3:2].[N:9]1[CH:14]=[CH:13][C:12]([C:15]2[S:16][CH:17]=[C:18]([C:20]3[C:21](=[O:33])[NH:22][C:23]4[C:28]([CH:29]=3)=[CH:27][CH:26]=[C:25]([C:30](O)=[O:31])[CH:24]=4)[N:19]=2)=[CH:11][CH:10]=1>>[CH3:7][N:6]([CH3:8])[CH2:5][CH2:4][N:3]([CH2:1][CH3:2])[C:30]([C:25]1[CH:24]=[C:23]2[C:28]([CH:29]=[C:20]([C:18]3[N:19]=[C:15]([C:12]4[CH:11]=[CH:10][N:9]=[CH:14][CH:13]=4)[S:16][CH:17]=3)[C:21](=[O:33])[NH:22]2)=[CH:27][CH:26]=1)=[O:31]. Reported procedure: This compound was prepared according to the method described in Example 8734 employing N′-ethyl-N,N-dimethylethane-1,2-diamine (Aldrich) and 3-(2-pyridin-4-yl-thiazol-4-yl)-1H-quinolin-2-one-7-carboxylic acid. MS m/z: 448.2 (M+1). Anal. Calc'd for C24H25N5O2S.1.7H2O: C, 60.28; H, 5.99; N, 14.65. Found: C, 60.03; H, 5.61; N, 14.39.